From a dataset of the Open Reaction Database (ORD), a public repository of structured organic reaction records. describe an organic reaction: reactants, conditions, products, and yield Starting materials: C(C=C)Br (Allyl bromide), COC1=CC=C(C(C2=CC=C(C=C2)OC)(C2=CC=CC=C2)OC[C@]23[C@H]([C@H]([C@@H](O2)C2=C(C=CC=C2)O)OC3)O)C=C1 (2-[5-O-(4,4′-dimethoxytrityl)-2-O,4-C-methylene-β-D-ribofuranosyl)phenol), C([O-])([O-])=O.[K+].[K+] (potassium carbonate). Run in CC(=O)C (acetone). Reaction conditions: time 40 hour. Yields the product C(C=C)OC1=C(C=CC=C1)[C@H]1[C@@H]2OC[C@@]([C@H]2O)(O1)COC(C1=CC=C(C=C1)OC)(C1=CC=C(C=C1)OC)C1=CC=CC=C1 (1-allyloxy-2-[5-O-(4,4′-dimethoxytrityl)-2-O,4-C-methylene-β-D-ribofuranosyl)benzene). Isolated yield 86.1%. RXN SMILES: [CH2:1](Br)[CH:2]=[CH2:3].[CH3:5][O:6][C:7]1[CH:44]=[CH:43][C:10]([C:11]([O:26][CH2:27][C@@:28]23[CH2:41][O:40][C@@H:30]([C@H:31]([C:33]4[CH:38]=[CH:37][CH:36]=[CH:35][C:34]=4[OH:39])[O:32]2)[C@@H:29]3[OH:42])([C:20]2[CH:25]=[CH:24][CH:23]=[CH:22][CH:21]=2)[C:12]2[CH:17]=[CH:16][C:15]([O:18][CH3:19])=[CH:14][CH:13]=2)=[CH:9][CH:8]=1.C(=O)([O-])[O-].[K+].[K+]>CC(C)=O>[CH2:1]([O:39][C:34]1[CH:35]=[CH:36][CH:37]=[CH:38][C:33]=1[C@@H:31]1[O:32][C@:28]2([CH2:27][O:26][C:11]([C:20]3[CH:25]=[CH:24][CH:23]=[CH:22][CH:21]=3)([C:10]3[CH:9]=[CH:8][C:7]([O:6][CH3:5])=[CH:44][CH:43]=3)[C:12]3[CH:17]=[CH:16][C:15]([O:18][CH3:19])=[CH:14][CH:13]=3)[C@@H:29]([OH:42])[C@H:30]1[O:40][CH2:41]2)[CH:2]=[CH2:3] |f:2.3.4|. Reported procedure: Allyl bromide (0.017 ml, 0.20 mmol) was added to an anhydrous acetone (16 ml) solution of the compound (28) (96 mg, 0.18 mmol), whereafter potassium carbonate (27 mg, 0.20 mmol) was added, and the mixture was stirred for 40 hours at room temperature. After the solvent was distilled off under reduced pressure, the residue was extracted with ethyl acetate 3 times. The organic layer was washed with water and a saturated aqueous solution of sodium chloride, and then dried over anhydrous sodium sulfa...